This data is from the Open Reaction Database (ORD), a public repository of structured organic reaction records. The task is: describe an organic reaction: reactants, conditions, products, and yield Starting materials: ClC1=C(C=O)C(=CC=C1)Cl (2,6-dichlorobenzaldehyde), COC1=C2COC(=O)C2=CC=C1 (4-methoxyphthalide), C[O-].[Na+] (sodium methoxide). Solvent: C(C)(=O)OCC (ethyl acetate), CO (methanol). The product is COC1=C2C(C(C(C2=CC=C1)=O)C1=C(C=CC=C1Cl)Cl)=O (4-Methoxy-2-(2', 6'-Dichlorophenyl)indan-1,3-dione). Isolated yield 82.4%. Reaction SMILES: [Cl:1][C:2]1[CH:9]=[CH:8][CH:7]=[C:6]([Cl:10])[C:3]=1[CH:4]=O.[CH3:11][O:12][C:13]1[CH:22]=[CH:21][CH:20]=[C:19]2[C:14]=1[CH2:15][O:16][C:17]2=[O:18].C[O-].[Na+]>C(OCC)(=O)C.CO>[CH3:11][O:12][C:13]1[CH:22]=[CH:21][CH:20]=[C:19]2[C:14]=1[C:15](=[O:16])[CH:4]([C:3]1[C:2]([Cl:1])=[CH:9][CH:8]=[CH:7][C:6]=1[Cl:10])[C:17]2=[O:18] |f:2.3|. Reported procedure: A solution of 2,6-dichlorobenzaldehyde (5.98 grams, 0.034 mole) and 4-methoxyphthalide (5.6 grams, 0.34 mole) in 20.5 milliliters of ethyl acetate was added to a solution of sodium methoxide in methanol (prepared from 2.36 grams of sodium metal and 34 milliliters of methanol). The mixture was then heated under reflux for 1 hour. The bulk of the ethyl acetate and methanol was removed under reduced pressure. The residue was dissolved in water and the solution filtered from insoluble material. Acid...